This data is from the Open Reaction Database (ORD), a public repository of structured organic reaction records. The task is: describe an organic reaction: reactants, conditions, products, and yield Reactants: [Li]CCCC (nBuLi), BrC=1C=C(N2C1C1(CCN(CC1)C(=O)OC(C)(C)C)N(CC2)C)C(F)(F)F (tert-butyl 8-bromo-2-methyl-6-(trifluoromethyl)spiro[3,4-dihydropyrrolo[1,2-a]pyrazine-1,4′-piperidine]-1′-carboxylate), C1(=CC=CC=C1)S(=O)(=O)N(S(=O)(=O)C1=CC=CC=C1)F (N-(benzenesulfonyl)-N-fluoro-benzenesulfonamide). Solvent: C1CCOC1 (THF), C1CCOC1 (THF). The product is FC=1C=C(N2C1C1(CCN(CC1)C(=O)OC(C)(C)C)N(CC2)C)C(F)(F)F (tert-butyl 8-fluoro-2-methyl-6-(trifluoromethyl)spiro[3,4-dihydropyrrolo[1,2-a]pyrazine-1,4′-piperidine]-1′-carboxylate). The yield is 42.5%. RXN SMILES: Br[C:2]1[CH:3]=[C:4]([C:24]([F:27])([F:26])[F:25])[N:5]2[CH2:22][CH2:21][N:20]([CH3:23])[C:7]3([CH2:12][CH2:11][N:10]([C:13]([O:15][C:16]([CH3:19])([CH3:18])[CH3:17])=[O:14])[CH2:9][CH2:8]3)[C:6]=12.[Li]CCCC.C1(S(N([F:52])S(C2C=CC=CC=2)(=O)=O)(=O)=O)C=CC=CC=1>C1COCC1>[F:52][C:2]1[CH:3]=[C:4]([C:24]([F:27])([F:26])[F:25])[N:5]2[CH2:22][CH2:21][N:20]([CH3:23])[C:7]3([CH2:12][CH2:11][N:10]([C:13]([O:15][C:16]([CH3:19])([CH3:18])[CH3:17])=[O:14])[CH2:9][CH2:8]3)[C:6]=12. Procedure details: A solution of tert-butyl 8-bromo-2-methyl-6-(trifluoromethyl)spiro[3,4-dihydropyrrolo[1,2-a]pyrazine-1,4′-piperidine]-1′-carboxylate (15.0 g, 33.2 mmol) in THF (200 mL) was purged with Argon for 5 min. The mixture was cooled to −78° C. before nBuLi (42.5 mL of 1.6 M, 68 mmol) was added dropwise. The mixture was stirred at −78° C. for 30 min before a solution of N-(benzenesulfonyl)-N-fluoro-benzenesulfonamide (20.9 g, 66.3 mmol) in THF (100 mL) was added dropwise. The mixture was allowed to warm ... The reactants are ClCC1=CC2=C(OCO2)C=C1 (5-chloromethyl-1,3-benzodioxole), N1(C=NC=C1)C1=CC=C(O[C@H]2CNCCC2)C=C1 ((3R)-3-[4-(Imidazol-1-yl)phenoxy]piperidine), C(=O)([O-])[O-].[K+].[K+] (K2CO3), N[C@@H](CC1=CC=C2C=CC=CC2=C1)C(=O)O (Nal). Solvent: CN(C)C=O (DMF), CN(C)C=O (DMF), C(C)(=O)OCC (ethyl acetate), CO (methanol). Reaction conditions: temperature 50 celsius. The product is N1(C=NC=C1)C1=CC=C(O[C@H]2CN(CCC2)CC2=CC3=C(OCO3)C=C2)C=C1 ((3R)-3-[4-(imidazol-1-yl)phenoxy]-1-[(1,3-benzodioxol-5-yl)methyl]piperidine). As a reaction SMILES: [N:1]1([C:6]2[CH:18]=[CH:17][C:9]([O:10][C@@H:11]3[CH2:16][CH2:15][CH2:14][NH:13][CH2:12]3)=[CH:8][CH:7]=2)[CH:5]=[CH:4][N:3]=[CH:2]1.Cl[CH2:20][C:21]1[CH:29]=[CH:28][C:24]2[O:25][CH2:26][O:27][C:23]=2[CH:22]=1.C([O-])([O-])=O.[K+].[K+].N[C@H](C(O)=O)CC1C=C2C(C=CC=C2)=CC=1>CN(C=O)C.C(OCC)(=O)C.CO>[N:1]1([C:6]2[CH:18]=[CH:17][C:9]([O:10][C@@H:11]3[CH2:16][CH2:15][CH2:14][N:13]([CH2:20][C:21]4[CH:29]=[CH:28][C:24]5[O:25][CH2:26][O:27][C:23]=5[CH:22]=4)[CH2:12]3)=[CH:8][CH:7]=2)[CH:5]=[CH:4][N:3]=[CH:2]1 |f:2.3.4|. Procedure details: (3R)-3-[4-(Imidazol-1-yl)phenoxy]piperidine (150 mg, 0.61 mmol) was dissolved in DMF (2 mL) and was added to a solution of 5-chloromethyl-1,3-benzodioxole (0.16 ml in 50% methylene chloride, 1.0 eq.) in DMF, followed by the addition of K2CO3 (2.5 eq.) and Nal (0.1 eq.). The resulting mixture was heated at 50° C. for 1 hour. The solvent was evaporated and flash column chromatography on silical gel with 3% methanol in methylene chloride gave a crude product (112 mg). Additional flash chromatograph... Starting materials: O=C([O-])[O-], CCOC(C)=O, CN(C)C=O, CCc1cc2c(s1)-n1c(C)nnc1C(CCC(=O)O)N=C2c1ccccc1Cl, CCI, [K+], [K+], O. Yields the product CCOC(=O)CCC1N=C(c2ccccc2Cl)c2cc(CC)sc2-n2c(C)nnc21. Reaction SMILES: [C:29](=[O:30])([O-:31])[O-:32].[CH3:38][CH2:39][O:40][C:41](=[O:42])[CH3:43].[CH3:44][N:45]([CH3:46])[CH:47]=[O:48].[Cl:1][c:2]1[c:3]([C:8]2=[N:9][CH:10]([CH2:24][CH2:25][C:26](=[O:27])[OH:28])[c:11]3[n:12]([c:20]([CH3:23])[n:21][n:22]3)-[c:13]3[c:14]2[cH:15][c:16]([CH2:18][CH3:19])[s:17]3)[cH:4][cH:5][cH:6][cH:7]1.[I:35][CH2:36][CH3:37].[K+:33].[K+:34].[OH2:49]>>[Cl:1][c:2]1[c:3]([C:8]2=[N:9][CH:10]([CH2:24][CH2:25][C:26](=[O:27])[O:28][CH2:36][CH3:37])[c:11]3[n:12]([c:20]([CH3:23])[n:21][n:22]3)-[c:13]3[c:14]2[cH:15][c:16]([CH2:18][CH3:19])[s:17]3)[cH:4][cH:5][cH:6][cH:7]1. Starting materials: C(C=C)C(C(=O)OC(C)(C)C)(CC=C)OC[C@@H]1C[C@@H](CCC1)OCOC (tert-butyl 2-allyl-2-(cis-3-methoxymethoxycyclohexylmethoxy)pent-4-enoate), CCCCCCC.C(C)(=O)OCC (heptane ethyl acetate). The reagents and catalysts are Cl[Ru](Cl)([P](C1CCCCC1)(C2CCCCC2)C3CCCCC3)([P](C4CCCCC4)(C5CCCCC5)C6CCCCC6)=CC7=CC=CC=C7 (Grubbs catalyst). Solvent: ClCCl (dichloromethane). Reaction conditions: temperature 40 celsius, time 48 hour. The product is COCO[C@H]1C[C@H](CCC1)COC1(CCCC1)C(=O)OC(C)(C)C (tert-butyl 1-(cis-3-methoxymethoxycyclohexylmethoxy)cyclopentane-carboxylate). The yield is 76.9%. RXN SMILES: [CH2:1]([C:4]([O:15][CH2:16][C@H:17]1[CH2:22][CH2:21][CH2:20][C@@H:19]([O:23][CH2:24][O:25][CH3:26])[CH2:18]1)([CH2:12][CH:13]=[CH2:14])[C:5]([O:7][C:8]([CH3:11])([CH3:10])[CH3:9])=[O:6])C=C.CCCCCCC.C(OCC)(=O)C>ClCCl.Cl[Ru](=CC1C=CC=CC=1)([P](C1CCCCC1)(C1CCCCC1)C1CCCCC1)([P](C1CCCCC1)(C1CCCCC1)C1CCCCC1)Cl>[CH3:26][O:25][CH2:24][O:23][C@@H:19]1[CH2:20][CH2:21][CH2:22][C@H:17]([CH2:16][O:15][C:4]2([C:5]([O:7][C:8]([CH3:11])([CH3:10])[CH3:9])=[O:6])[CH2:1][CH2:14][CH2:13][CH2:12]2)[CH2:18]1 |f:1.2,^1:51,70|. Reported procedure: 140 mg of tert-butyl 2-allyl-2-(cis-3-methoxymethoxycyclohexylmethoxy)pent-4-enoate are dissolved in 5 ml of dichloromethane, 10 mg of Grubbs catalyst (Cl2(Cy3P)2Ru═CHPh) are added under an Ar atmosphere and the mixture is stirred at 40° C. for 48 h. 10 ml of heptane/ethyl acetate (3/1) are added and the solution is filtered through silica gel. This gives 100 mg of tert-butyl 1-(cis-3-methoxymethoxy-cyclohexylmethoxy)cyclopent-3-enecarboxylate as a brown oil. This is dissolved in 2 ml of MeOH, d... Reactants: O=C(Cl)C1CCCCC1, CN1CCC(c2c[nH]c3ccc(N)nc23)CC1, c1ccncc1. The product is CN1CCC(c2c[nH]c3ccc(NC(=O)C4CCCCC4)nc23)CC1. RXN SMILES: [CH:18]1([C:24](=[O:25])[Cl:26])[CH2:19][CH2:20][CH2:21][CH2:22][CH2:23]1.[NH2:1][c:2]1[cH:3][cH:4][c:5]2[c:6]([n:7]1)[c:8]([CH:11]1[CH2:12][CH2:13][N:14]([CH3:17])[CH2:15][CH2:16]1)[cH:9][nH:10]2.[cH:27]1[cH:28][cH:29][n:30][cH:31][cH:32]1>>[NH:1]([c:2]1[cH:3][cH:4][c:5]2[c:6]([n:7]1)[c:8]([CH:11]1[CH2:12][CH2:13][N:14]([CH3:17])[CH2:15][CH2:16]1)[cH:9][nH:10]2)[C:24]([CH:18]1[CH2:19][CH2:20][CH2:21][CH2:22][CH2:23]1)=[O:25]. Starting materials: COC1=C(C(N(N=C1C)C)=O)N1C(=CC2=CC=CC=C12)C (5-methoxy-2,6-dimethyl-4-(2-methylindol-1-yl)pyridazin-3-one), S(=O)(=O)(Cl)Cl (sulfuryl chloride). Run in C(Cl)Cl (DCM), C(Cl)Cl (DCM), C(Cl)Cl (DCM). Product: ClC1=C(N(C2=CC=CC=C12)C=1C(N(N=C(C1OC)C)C)=O)C (4-(3-chloro-2-methyl-indol-1-yl)-5-methoxy-2,6-dimethyl-pyridazin-3-one). Isolated yield 95.6%. As a reaction SMILES: [CH3:1][O:2][C:3]1[C:8]([CH3:9])=[N:7][N:6]([CH3:10])[C:5](=[O:11])[C:4]=1[N:12]1[C:20]2[C:15](=[CH:16][CH:17]=[CH:18][CH:19]=2)[CH:14]=[C:13]1[CH3:21].S(Cl)([Cl:25])(=O)=O>C(Cl)Cl>[Cl:25][C:14]1[C:15]2[C:20](=[CH:19][CH:18]=[CH:17][CH:16]=2)[N:12]([C:4]2[C:5](=[O:11])[N:6]([CH3:10])[N:7]=[C:8]([CH3:9])[C:3]=2[O:2][CH3:1])[C:13]=1[CH3:21]. Reported procedure: To a stirred solution of 5-methoxy-2,6-dimethyl-4-(2-methylindol-1-yl)pyridazin-3-one (147 mg, 0.52 mmol) in DCM (3 ml) at 0° C., was added dropwise a solution of sulfuryl chloride (70 mg, 0.52 mmol) in DCM (1 ml). Further DCM (1 ml) was added. After a reaction time of 1 h, the mixture was quenched by addition of sat. aqueous NaHCO3 (2 ml). The resulting mixture was filtered through solid MgSO4, washing with DCM. The filtration liquors were concentrated in vacuo to afford the title compound as a...